From a dataset of the Open Reaction Database (ORD), a public repository of structured organic reaction records. describe an organic reaction: reactants, conditions, products, and yield Reactants: Br.NC1C(C2=CC=C(C(=C2CC1)O)O)O (2-amino-1,5,6-trihydroxy-1,2,3,4-tetrahydronaphthalene hydrobromide), 20, C1(=CC=CC=C1)CCC=O (β-phenylpropionaldehyde). The solvent is C(C)O (ethanol). The product is C1(=CC=CC=C1)CCC=NC1C(C2=CC=C(C(=C2CC1)O)O)O (2-(3-phenylpropylideneamino)-1,5,6-trihydroxy-1,2,3,4-tetrahydronaphthalene). RXN SMILES: [C:1]1([CH2:7][CH2:8][CH:9]=O)[CH:6]=[CH:5][CH:4]=[CH:3][CH:2]=1.Br.[NH2:12][CH:13]1[CH2:22][CH2:21][C:20]2[C:15](=[CH:16][CH:17]=[C:18]([OH:24])[C:19]=2[OH:23])[CH:14]1[OH:25]>C(O)C>[C:1]1([CH2:7][CH2:8][CH:9]=[N:12][CH:13]2[CH2:22][CH2:21][C:20]3[C:15](=[CH:16][CH:17]=[C:18]([OH:24])[C:19]=3[OH:23])[CH:14]2[OH:25])[CH:6]=[CH:5][CH:4]=[CH:3][CH:2]=1 |f:1.2|. Reported procedure: In 200 volume parts of ethanol is dissolved 2 parts of 2-amino-1,5,6-trihydroxy-1,2,3,4-tetrahydronaphthalene hydrobromide, followed by the addition of 20 parts of β-phenylpropionaldehyde to produce 2-(3-phenylpropylideneamino)-1,5,6-trihydroxy-1,2,3,4-tetrahydronaphthalene. Using palladium-on-carbon as a catalyst, the reaction mixture is subjected to catalytic reduction at ordinary temperature and pressure. After a stoichiometric amount of hydrogen has been absorbed, the reaction mixture is fil... The reactants are COC1=C(C=CC(=O)O)C=CC=C1OC (2,3-dimethoxycinnannic acid), CCO (EtOH). Reagents/catalysts: [Pd] (Pd/C). The solvent is C(Cl)(Cl)Cl (CHCl3). Yields the product C(C)OC(CCC1=C(C(=CC=C1)OC)OC)=O (ethyl-3-(2,3-dimethoxy-phenyl)propionate), Compound 1. As a reaction SMILES: [CH3:1][O:2][C:3]1[C:13]([O:14][CH3:15])=[CH:12][CH:11]=[CH:10][C:4]=1[CH:5]=[CH:6][C:7]([OH:9])=[O:8].[CH3:16][CH2:17]O>C(Cl)(Cl)Cl.[Pd]>[CH2:16]([O:8][C:7](=[O:9])[CH2:6][CH2:5][C:4]1[CH:10]=[CH:11][CH:12]=[C:13]([O:14][CH3:15])[C:3]=1[O:2][CH3:1])[CH3:17]. Procedure details: A mixture of (20 g, 0.0961 mole) of 2,3-dimethoxycinnannic acid in 120 mL of CHCl3 and 200 mL of EtOH was hydrogenated at 30 psig in the presence of 2.0 g of 10% Pd/C catalyst to form ethyl-3-(2,3-dimethoxy-phenyl)propionate (hereinafter, "Compound 1"). The catalyst was removed by filtration and the filtrate was evaporated under reduced pressure. The residue was distillated under reduced pressure to give 22 g (96% yield) of liquid with a boiling point of 143° C./1.15 mmHg. Elemental analysis gav... The reactants are COC1(CNC(=O)OC(C)(C)C)CCN(Cc2ccccc2)C1, CCO. Yields the product COC1(CNC(=O)OC(C)(C)C)CCNC1. Reaction SMILES: [CH2:1]([c:2]1[cH:3][cH:4][cH:5][cH:6][cH:7]1)[N:8]1[CH2:9][C:10]([O:13][CH3:14])([CH2:15][NH:16][C:17](=[O:18])[O:19][C:20]([CH3:21])([CH3:22])[CH3:23])[CH2:11][CH2:12]1.[CH3:24][CH2:25][OH:26]>>[NH:8]1[CH2:9][C:10]([O:13][CH3:14])([CH2:15][NH:16][C:17](=[O:18])[O:19][C:20]([CH3:21])([CH3:22])[CH3:23])[CH2:11][CH2:12]1. The reactants are C(C)(C)(C)C1=CC=C(C=C1)OC(C=1C(O)=CC=CC1)=O (salicylic acid-4-tert.-butylphenyl ester), C(C)(C)(CC(C)(C)C)C1=CC=C(C=C1)OC(C=1C(O)=CC=CC1)=O (salicylic acid-4-tert.-octylphenyl ester). Yields the product C1(=CC=CC=C1)OC(C=1C(O)=CC=CC1)=O (salicylic phenyl ester). As a reaction SMILES: C([C:5]1[CH:10]=[CH:9][C:8]([O:11][C:12](=[O:20])[C:13]2[C:14](=[CH:16][CH:17]=[CH:18][CH:19]=2)[OH:15])=[CH:7][CH:6]=1)(C)(C)C.C(C1C=CC(OC(=O)C2C(=CC=CC=2)O)=CC=1)(CC(C)(C)C)(C)C>>[C:8]1([O:11][C:12](=[O:20])[C:13]2[C:14](=[CH:16][CH:17]=[CH:18][CH:19]=2)[OH:15])[CH:9]=[CH:10][CH:5]=[CH:6][CH:7]=1. Procedure: salicylic acid-4-tert.-butylphenyl ester, salicylic acid-4-tert.-octylphenyl ester and the like.